This data is from the Open Reaction Database (ORD), a public repository of structured organic reaction records. The task is: describe an organic reaction: reactants, conditions, products, and yield Reactants: CC(C)COC(=O)CCC1NC(=O)C(Cc2ccccc2)N1, Cc1ccccc1. Product: O=C1NC2CCC(=O)N2C1Cc1ccccc1. As a reaction SMILES: [CH2:1]([c:2]1[cH:3][cH:4][cH:5][cH:6][cH:7]1)[CH:8]1[NH:9][CH:10]([CH2:14][CH2:15][C:16]([O:18][CH2:17][CH:19]([CH3:20])[CH3:21])=[O:22])[NH:11][C:12]1=[O:13].[CH3:23][c:24]1[cH:25][cH:26][cH:27][cH:28][cH:29]1>>[CH2:1]([c:2]1[cH:3][cH:4][cH:5][cH:6][cH:7]1)[CH:8]1[N:9]2[CH:10]([NH:11][C:12]1=[O:13])[CH2:14][CH2:15][C:16]2=[O:18]. The reactants are O=C([O-])[O-], CC(=O)OC(C)=O, Nc1cc(Cl)nc(Cl)c1[N+](=O)[O-], [Na+], [Na+]. The product is CC(=O)Nc1cc(Cl)nc(Cl)c1[N+](=O)[O-]. RXN SMILES: [C:20](=[O:21])([O-:22])[O-:23].[CH3:13][C:14](=[O:15])[O:16][C:17](=[O:18])[CH3:19].[Cl:1][c:2]1[n:3][c:4]([Cl:12])[cH:5][c:6]([NH2:11])[c:7]1[N+:8](=[O:9])[O-:10].[Na+:24].[Na+:25]>>[Cl:1][c:2]1[n:3][c:4]([Cl:12])[cH:5][c:6]([NH:11][C:14]([CH3:13])=[O:15])[c:7]1[N+:8](=[O:9])[O-:10]. The reactants are Cl (hydrogen chloride), O1C=NC2=C1C=CC=C2.C(CCCCCCCCCCCCCCCCC)N(C(C2=CC(=CC=C2)S(NC2=CC1=C(N=C(O1)C)C(=C2)O)(=O)=O)=O)CCCCCCCCCCCCCCCCCC (N,N-dioctadecyl-m-(2-methyl-4-hydroxy-6-benzoxazolylsulfamoyl)benzamide benzoxazole), Cl (Hydrogen chloride). Run in CO (methanol). Conditions: time 8 hour. Product: Cl.NC1=C(O)C=C(C=C1O)NS(=O)(=O)C1=CC(=CC=C1)C(N(CCCCCCCCCCCCCCCCCC)CCCCCCCCCCCCCCCCCC)=O (2-Amino-5-(m-dioctadecylcarbamoylbenzenesulfonamido)resorcinol hydrochloride). RXN SMILES: O1C2C=CC=CC=2N=C1.[CH2:10]([N:28]([CH2:52][CH2:53][CH2:54][CH2:55][CH2:56][CH2:57][CH2:58][CH2:59][CH2:60][CH2:61][CH2:62][CH2:63][CH2:64][CH2:65][CH2:66][CH2:67][CH2:68][CH3:69])[C:29](=[O:51])[C:30]1[CH:35]=[CH:34][CH:33]=[C:32]([S:36](=[O:50])(=[O:49])[NH:37][C:38]2[CH:47]=[C:46]([OH:48])[C:41]3[N:42]=C(C)[O:44][C:40]=3[CH:39]=2)[CH:31]=1)[CH2:11][CH2:12][CH2:13][CH2:14][CH2:15][CH2:16][CH2:17][CH2:18][CH2:19][CH2:20][CH2:21][CH2:22][CH2:23][CH2:24][CH2:25][CH2:26][CH3:27].[ClH:70]>CO>[ClH:70].[NH2:42][C:41]1[C:46]([OH:48])=[CH:47][C:38]([NH:37][S:36]([C:32]2[CH:33]=[CH:34][CH:35]=[C:30]([C:29](=[O:51])[N:28]([CH2:52][CH2:53][CH2:54][CH2:55][CH2:56][CH2:57][CH2:58][CH2:59][CH2:60][CH2:61][CH2:62][CH2:63][CH2:64][CH2:65][CH2:66][CH2:67][CH2:68][CH3:69])[CH2:10][CH2:11][CH2:12][CH2:13][CH2:14][CH2:15][CH2:16][CH2:17][CH2:18][CH2:19][CH2:20][CH2:21][CH2:22][CH2:23][CH2:24][CH2:25][CH2:26][CH3:27])[CH:31]=2)(=[O:50])=[O:49])=[CH:39][C:40]=1[OH:44] |f:0.1,4.5|. Procedure details: To a suspension of N,N-dioctadecyl-m-(2-methyl-4-hydroxy-6-benzoxazolylsulfamoyl)benzamide benzoxazole (17.3 g, 0.02 mole) in methanol (170 ml) was added hydrogen chloride gas. The mixture warmed, and complete solution resulted. Hydrogen chloride addition was continued until saturation had been achieved. The mixture was then refluxed for four hours, then allowed to stand at ambient temperature overnight. The resulting white precipitate was collected and dried to yield 15.3 g (88.4 percent). TLC ... Starting materials: C(Cl)(Cl)Cl (chloroform), C(=O)(Cl)Cl (phosgene), CN1C(C(CC1)O)C (1,2-dimethyl-3-pyrrolidinol). Solvent: C(C)N(CC)CC (triethylamine). Reaction conditions: time 8 hour. The product is ClCCC1C(N(C(O1)=O)C)C (5-(2-Chloroethyl)-3,4-dimethyl-2-oxazolidinone). RXN SMILES: [CH:1]([Cl:4])(Cl)Cl.[C:5](Cl)(Cl)=[O:6].[CH3:9][N:10]1C[CH2:13][CH:12]([OH:15])[CH:11]1[CH3:16]>C(N(CC)CC)C>[Cl:4][CH2:1][CH2:13][CH:12]1[O:15][C:5](=[O:6])[N:10]([CH3:9])[CH:11]1[CH3:16]. Reported procedure: To a chloroform solution containing 68.12 g (0.7 mole) of phosgene at 0°-10° C. was added 80 g (0.7 mole) of 1,2-dimethyl-3-pyrrolidinol at a rate to maintain the temperature below 10° C. The reaction mixture was allowed to stir at room temperature overnight. The mixture was cooled in an ice bath and 100 ml of triethylamine was added dropwise maintaining the temperature below 10° C. The mixture was extracted in order with water, 3N hydrochloric acid solution, 3N sodium hydroxide solution and aga... The reactants are C(C)(C)(C)OC(=O)N[C@@H](CN1CCC(CC1)C(=O)OCC)C1=CC=CC=C1 (ethyl 1-{(2R)-2-[(tert-butoxycarbonyl)amino]-2-phenylethyl}piperidine-4-carboxylate), FC(C(=O)O)(F)F (trifluoroacetic acid). Solvent: ClCCl (dichloromethane). Run at time 1 hour. The product is N[C@@H](CN1CCC(CC1)C(=O)OCC)C1=CC=CC=C1 (ethyl 1-[(2R)-2-amino-2-phenylethyl]piperidine-4-carboxylate). Yield: 102.2%. RXN SMILES: C(OC([NH:8][C@H:9]([C:22]1[CH:27]=[CH:26][CH:25]=[CH:24][CH:23]=1)[CH2:10][N:11]1[CH2:16][CH2:15][CH:14]([C:17]([O:19][CH2:20][CH3:21])=[O:18])[CH2:13][CH2:12]1)=O)(C)(C)C.FC(F)(F)C(O)=O>ClCCl>[NH2:8][C@H:9]([C:22]1[CH:23]=[CH:24][CH:25]=[CH:26][CH:27]=1)[CH2:10][N:11]1[CH2:16][CH2:15][CH:14]([C:17]([O:19][CH2:20][CH3:21])=[O:18])[CH2:13][CH2:12]1. Reported procedure: To a solution of 160 mg of ethyl 1-{(2R)-2-[(tert-butoxycarbonyl)amino]-2-phenylethyl}piperidine-4-carboxylate in 1.5 mL of dichloromethane was added 0.7 mL of trifluoroacetic acid, followed by stirring for 1 hour. The solvent was evaporated under reduced pressure, and a saturated aqueous sodium carbonate solution and a chloroform-methanol mixed solution were added thereto in this order to carry out a layer separation operation. After drying over anhydrous magnesium sulfate, the solvent was evap...